Dataset: the Open Reaction Database (ORD), a public repository of structured organic reaction records. Task: describe an organic reaction: reactants, conditions, products, and yield Reactants: CC(C)(C)OC(=O)Nc1ccc(B(O)O)cc1, COCCOC, CCO, CC(C)S(=O)(=O)Cc1cc(N2CCOCC2)nc(Cl)n1, [Na+], [Na+], O=C([O-])[O-], CN(C)C=O, O. The product is CC(C)S(=O)(=O)Cc1cc(N2CCOCC2)nc(-c2ccc(NC(=O)OC(C)(C)C)cc2)n1. RXN SMILES: [C:22]([CH3:23])([CH3:24])([CH3:25])[O:26][C:27](=[O:28])[NH:29][c:30]1[cH:31][cH:32][c:33]([B:36]([OH:37])[OH:38])[cH:34][cH:35]1.[CH2:50]([CH2:51][O:52][CH3:53])[O:54][CH3:55].[CH3:56][CH2:57][OH:58].[Cl:1][c:2]1[n:3][c:4]([CH2:14][S:15](=[O:16])(=[O:17])[CH:18]([CH3:19])[CH3:20])[cH:5][c:6]([N:8]2[CH2:9][CH2:10][O:11][CH2:12][CH2:13]2)[n:7]1.[Na+:39].[Na+:40].[O-:41][C:42](=[O:43])[O-:44].[O:45]=[CH:46][N:47]([CH3:48])[CH3:49].[OH2:21]>>[c:2]1(-[c:33]2[cH:32][cH:31][c:30]([NH:29][C:27]([O:26][C:22]([CH3:23])([CH3:24])[CH3:25])=[O:28])[cH:35][cH:34]2)[n:3][c:4]([CH2:14][S:15](=[O:16])(=[O:17])[CH:18]([CH3:19])[CH3:20])[cH:5][c:6]([N:8]2[CH2:9][CH2:10][O:11][CH2:12][CH2:13]2)[n:7]1. Starting materials: N1[C@H](C(=O)O)CSC1 (L-thioproline), O (water), C1(=CC=CC=C1)CCCC(=O)Cl (4-phenylbutanoyl chloride). Solvent: [OH-].[Na+] (sodium hydroxide), C1=CC=CC=C1 (benzene), [OH-].[Na+] (sodium hydroxide). The product is C1(=CC=CC=C1)CCCC(=O)N1[C@H](C(=O)O)CSC1 (N-(4-phenylbutanoyl)-L-thioproline). Isolated yield 81.9%. As a reaction SMILES: [NH:1]1[CH2:8][S:7][CH2:6][C@H:2]1[C:3]([OH:5])=[O:4].O.[C:10]1([CH2:16][CH2:17][CH2:18][C:19](Cl)=[O:20])[CH:15]=[CH:14][CH:13]=[CH:12][CH:11]=1>[OH-].[Na+].C1C=CC=CC=1>[C:10]1([CH2:16][CH2:17][CH2:18][C:19]([N:1]2[CH2:8][S:7][CH2:6][C@H:2]2[C:3]([OH:5])=[O:4])=[O:20])[CH:15]=[CH:14][CH:13]=[CH:12][CH:11]=1 |f:3.4|. Procedure: Dissolved in 100 ml of 1N sodium hydroxide were 6.65 g of L-thioproline, and 50 ml of water were further added to the solution. A solution of 9.10 g of 4-phenylbutanoyl chloride in 50 ml of benzene was added dropwise to the solution under stirring. Thereafter, 50 ml of 1N sodium hydroxide were further added, and the mixture was stirred for 24 hours. A benzene layer was removed, and a water layer was washed twice with 70 ml of ether. After 7% hydrochloric acid was further added to the water layer... Yields the product OCCCCCCCCCCC1=C(C(C(=C(C1=O)OC)OC)=O)C (6-(10-hydroxydecyl)-2,3-dimethoxy-5-methyl-1,4-benzoquinone). Reactants: OC1=C(C(=CC(=C1OC)OC)C)CCCCCCCCCCO (10-(2-hydroxy-3,4-dimethoxy-6-methylphenyl)decan-1-ol), disodium nitrosodisulfonate, O (water). Isolated yield 96.9%. Solvent: CO (methanol). Procedure details: In methanol (5.4 l) was dissolved 10-(2-hydroxy-3,4-dimethoxy-6-methylphenyl)decan-1-ol (271 g), to which was added an aqueous solution of disodium nitrosodisulfonate (6.7 l, content 0.359 mol./l) synthesized by means of electrolytic oxidation. The mixture was stirred for two hours while keeping the temperatures at 50°±2° C. After confirmation of disappearance of the starting material by thin-layer chromatography, water (8.6 l) was added to the reaction mixture, followed by extraction twice with... As a reaction SMILES: [OH:1][C:2]1[C:7]([O:8][CH3:9])=[C:6]([O:10][CH3:11])[CH:5]=[C:4]([CH3:12])[C:3]=1[CH2:13][CH2:14][CH2:15][CH2:16][CH2:17][CH2:18][CH2:19][CH2:20][CH2:21][CH2:22][OH:23].[OH2:24]>CO>[OH:23][CH2:22][CH2:21][CH2:20][CH2:19][CH2:18][CH2:17][CH2:16][CH2:15][CH2:14][CH2:13][C:3]1[C:2](=[O:1])[C:7]([O:8][CH3:9])=[C:6]([O:10][CH3:11])[C:5](=[O:24])[C:4]=1[CH3:12]. Run at time 2 hour. The reactants are NN=C(c1ccccc1)c1ccccc1, CCC(C)(C)O, Clc1ccc(Cl)cc1, [Na+], [OH-]. Yields the product Clc1ccc(NN=C(c2ccccc2)c2ccccc2)cc1. RXN SMILES: [C:11]([c:12]1[cH:13][cH:14][cH:15][cH:16][cH:17]1)([c:18]1[cH:19][cH:20][cH:21][cH:22][cH:23]1)=[N:24][NH2:25].[CH3:26][C:27]([OH:28])([CH2:29][CH3:30])[CH3:31].[Cl:1][c:2]1[cH:3][cH:4][c:5]([Cl:6])[cH:7][cH:8]1.[Na+:10].[OH-:9]>>[c:2]1([NH:25][N:24]=[C:11]([c:12]2[cH:13][cH:14][cH:15][cH:16][cH:17]2)[c:18]2[cH:19][cH:20][cH:21][cH:22][cH:23]2)[cH:3][cH:4][c:5]([Cl:6])[cH:7][cH:8]1. Reactants: COC(C=1C=CC2=C(C=C(O2)C(=O)OC)C1)OC (methyl 5-(dimethoxymethyl)benzofuran-2-carboxylate), CC(C(=O)OC)C(CC)=O (methyl 2-methyl-3-oxopentanoate), [H-].[Na+] (NaH), [Cl-].[NH4+] (ammonium chloride), [Li]CCCC (n-BuLi). The solvent is C1CCOC1 (THF), C1CCOC1 (THF), C1CCOC1 (THF). Run at temperature -78 celsius, time 10 minute. Product: CC=1C(OC(=C(C1O)C)C=1OC2=C(C1)C=C(C=C2)C=O)=O (3,5-dimethyl-6-(5-formylbenzofuran-2-yl)-4-hydroxy-2H-pyran-2-one). RXN SMILES: [CH3:1][CH:2]([C:7](=[O:10])[CH2:8][CH3:9])[C:3]([O:5][CH3:6])=[O:4].[H-].[Na+].[Li]CCCC.C[O:19][CH:20](OC)[C:21]1[CH:22]=[CH:23][C:24]2[O:28][C:27](C(OC)=O)=[CH:26][C:25]=2[CH:33]=1.[Cl-].[NH4+]>C1COCC1>[CH3:1][C:2]1[C:3](=[O:4])[O:5][C:6]([C:27]2[O:28][C:24]3[CH:23]=[CH:22][C:21]([CH:20]=[O:19])=[CH:33][C:25]=3[CH:26]=2)=[C:8]([CH3:9])[C:7]=1[OH:10] |f:1.2,5.6|. Procedure details: A solution of methyl 2-methyl-3-oxopentanoate (7.5 g) in THF (50 ml) was slowly added to a suspension of NaH (2.1 g) in THF (200 ml), and after stirring for 10 minutes, the mixture was cooled to −78° C. and 1.58 M n-BuLi (32 ml) was slowly added dropwise. After stirring the reaction solution at −78° C. for 30 minutes, a solution of methyl 5-(dimethoxymethyl)benzofuran-2-carboxylate (10 g) in THF (50 ml) was slowly added and the mixture was stirred at −78° C. for 4 hours. A saturated ammonium chl... Starting materials: BrCCC1=CNC2=CC=C(C=C12)OC (3-(2-bromoethyl)-5-methoxy-1H-indole), COC1=CC=C2C=CNC2=C1 (6-methoxyindole). Product: BrCCC1=CNC2=CC(=CC=C12)OC (3-(2-Bromo-ethyl)-6-methoxy-1H-indole). Reaction SMILES: [Br:1][CH2:2][CH2:3][C:4]1[C:12]2[C:7](=[CH:8][CH:9]=[C:10](OC)[CH:11]=2)[NH:6][CH:5]=1.[CH3:15][O:16]C1C=C2C(C=CN2)=CC=1>>[Br:1][CH2:2][CH2:3][C:4]1[C:12]2[C:7](=[CH:8][C:9]([O:16][CH3:15])=[CH:10][CH:11]=2)[NH:6][CH:5]=1. Procedure: The title compound was synthesized according to above mentioned procedure for 3-(2-bromoethyl)-5-methoxy-1H-indole, starting with 6-methoxyindole yielding a brown oil which was stored in the freezer. LC-MS conditions B: tR=0.81 min, [M+H]+=254.13.